From a dataset of the Open Reaction Database (ORD), a public repository of structured organic reaction records. describe an organic reaction: reactants, conditions, products, and yield The reactants are OCCNC(C1=CC=C(C=C1)C(CC(=O)C1=CN(C(C=C1)=O)C)C1=C(C=CC=C1)C)=O (N-(2-hydroxy-ethyl)-4-[3-(1-methyl-6-oxo-1,6-dihydro-pyridin-3-yl)-3-oxo-1-o-tolyl-propyl]-benzamide), Cl.NO (hydroxylamine hydrochloride), C(=O)(O)[O-].[Na+] (NaHCO3). Product: OCCNC(C1=CC=C(C=C1)C(C\C(\C1=CN(C(C=C1)=O)C)=N/O)C1=C(C=CC=C1)C)=O (N-(2-Hydroxy-ethyl)-4-[3-[(E)-hydroxyimino]-3-(1-methyl-6-oxo-1,6-dihydro-pyridin-3-yl)-1-o-tolyl-propyl]-benzamide). As a reaction SMILES: [OH:1][CH2:2][CH2:3][NH:4][C:5](=[O:31])[C:6]1[CH:11]=[CH:10][C:9]([CH:12]([C:24]2[CH:29]=[CH:28][CH:27]=[CH:26][C:25]=2[CH3:30])[CH2:13][C:14]([C:16]2[CH:21]=[CH:20][C:19](=[O:22])[N:18]([CH3:23])[CH:17]=2)=O)=[CH:8][CH:7]=1.Cl.[NH2:33][OH:34].C([O-])(O)=O.[Na+]>>[OH:1][CH2:2][CH2:3][NH:4][C:5](=[O:31])[C:6]1[CH:7]=[CH:8][C:9]([CH:12]([C:24]2[CH:29]=[CH:28][CH:27]=[CH:26][C:25]=2[CH3:30])[CH2:13]/[C:14](=[N:33]\[OH:34])/[C:16]2[CH:21]=[CH:20][C:19](=[O:22])[N:18]([CH3:23])[CH:17]=2)=[CH:10][CH:11]=1 |f:1.2,3.4|. Procedure details: In analogy to example 151, step 3, N-(2-hydroxy-ethyl)-4-[3-(1-methyl-6-oxo-1,6-dihydro-pyridin-3-yl)-3-oxo-1-o-tolyl-propyl]-benzamide was reacted with hydroxylamine hydrochloride in the presence of NaHCO3 to give the title compound as a colorless solid, MS (ESI+): m/z=434.4 [M+H]+.